describe an organic reaction: reactants, conditions, products, and yield From a dataset of the Open Reaction Database (ORD), a public repository of structured organic reaction records. Reactants: CCOc1cc(C(C)(C)C)ncc1C1=NC(C)(c2ccc(Cl)cc2)C(C)(c2ccc(Cl)cc2)N1C(=O)N1CCC(CC(=O)O)CC1, Cc1c(F)cccc1CN. Reaction SMILES: [C:1]([CH3:2])([CH3:3])([CH3:4])[c:5]1[cH:6][c:7]([O:44][CH2:45][CH3:46])[c:8]([C:11]2=[N:15][C:14]([CH3:16])([c:17]3[cH:18][cH:19][c:20]([Cl:23])[cH:21][cH:22]3)[C:13]([CH3:24])([c:25]3[cH:26][cH:27][c:28]([Cl:31])[cH:29][cH:30]3)[N:12]2[C:32](=[O:33])[N:34]2[CH2:35][CH2:36][CH:37]([CH2:40][C:41](=[O:42])[OH:43])[CH2:38][CH2:39]2)[cH:9][n:10]1.[F:47][c:48]1[c:49]([CH3:56])[c:50]([CH2:51][NH2:52])[cH:53][cH:54][cH:55]1>>[C:1]([CH3:2])([CH3:3])([CH3:4])[c:5]1[cH:6][c:7]([O:44][CH2:45][CH3:46])[c:8]([C:11]2=[N:15][C:14]([CH3:16])([c:17]3[cH:18][cH:19][c:20]([Cl:23])[cH:21][cH:22]3)[C:13]([CH3:24])([c:25]3[cH:26][cH:27][c:28]([Cl:31])[cH:29][cH:30]3)[N:12]2[C:32](=[O:33])[N:34]2[CH2:35][CH2:36][CH:37]([CH2:40][C:41](=[O:43])[NH:52][CH2:51][c:50]3[c:49]([CH3:56])[c:48]([F:47])[cH:55][cH:54][cH:53]3)[CH2:38][CH2:39]2)[cH:9][n:10]1. The product is CCOc1cc(C(C)(C)C)ncc1C1=NC(C)(c2ccc(Cl)cc2)C(C)(c2ccc(Cl)cc2)N1C(=O)N1CCC(CC(=O)NCc2cccc(F)c2C)CC1. Reactants: C(CCC)[C@@H]1CC[C@H](CC1)CCC(CO)CO (2-[2'-(trans-4"-butylcyclohexyl)ethyl]propane-1,3-diol), BrC1=C(C=C(C=O)C=C1)F (4-bromo-3-fluorobenzaldehyde), CC=1C=CC(=CC1)S(=O)(=O)O (TsOH). Run in ClCCl (dichloromethane). Product: BrC1=C(C=C(C=C1)C1OCC(CO1)CC[C@@H]1CC[C@H](CC1)CCCC)F (2-(4'-bromo-3'-fluorophenyl)-5-[2'-(trans-4"-butylcyclohexyl)ethyl]-1,3-dioxane). The yield is 80.0%. As a reaction SMILES: [CH2:1]([C@H:5]1[CH2:10][CH2:9][C@H:8]([CH2:11][CH2:12][CH:13]([CH2:16][OH:17])[CH2:14][OH:15])[CH2:7][CH2:6]1)[CH2:2][CH2:3][CH3:4].[Br:18][C:19]1[CH:26]=[CH:25][C:22]([CH:23]=O)=[CH:21][C:20]=1[F:27].CC1C=CC(S(O)(=O)=O)=CC=1>ClCCl>[Br:18][C:19]1[CH:26]=[CH:25][C:22]([CH:23]2[O:15][CH2:14][CH:13]([CH2:12][CH2:11][C@H:8]3[CH2:7][CH2:6][C@H:5]([CH2:1][CH2:2][CH2:3][CH3:4])[CH2:10][CH2:9]3)[CH2:16][O:17]2)=[CH:21][C:20]=1[F:27]. Reported procedure: A solution of 6.1 g (0.025 mol) of 2-[2'-(trans-4"-butylcyclohexyl)ethyl]propane-1,3-diol, 5.1 g (0.025 mol) of 4-bromo-3-fluorobenzaldehyde, and g of TsOH in 125 cm3 of dichloromethane was refluxed for 5 hours over a hot water bath with a Dean-Stark trap. The solution was washed with water and the dichloromethane was distilled off. The residue was recrystallized from a solvent mixture of acetone and methanol to yield 8.4 g (0.02 mol) of 2-(4'-bromo-3'-fluorophenyl)-5-[2'-(trans-4"-butylcyclohex... Reactants: O=C([O-])[O-], C=CCBr, CN(C)C=O, Cn1c(=O)c2[nH]c(Cl)nc2n(C)c1=O, [K+], [K+]. Product: C=CCn1c(Cl)nc2c1c(=O)n(C)c(=O)n2C. As a reaction SMILES: [C:19](=[O:20])([O-:21])[O-:22].[CH2:15]([CH:16]=[CH2:17])[Br:18].[CH3:25][N:26]([CH3:27])[CH:28]=[O:29].[Cl:1][c:2]1[n:3][c:4]2[n:5]([CH3:14])[c:6](=[O:13])[n:7]([CH3:12])[c:8](=[O:11])[c:9]2[nH:10]1.[K+:23].[K+:24]>>[Cl:1][c:2]1[n:3][c:4]2[n:5]([CH3:14])[c:6](=[O:13])[n:7]([CH3:12])[c:8](=[O:11])[c:9]2[n:10]1[CH2:17][CH:16]=[CH2:15]. The reactants are [H-].[Na+] (NaH), CN(C)CCO (N,N dimethylaminoethanol), ClC1=C(C#N)C=C(C(=N1)C1=CC=C(C=C1)CN1CCC(CC1)N1C(NC2=C1C=CC=C2)=O)C2=CC=CC=C2 (2-Chloro-6-(4-{[4-(2-oxo-2,3-dihydro-1H-benzimidazol-1-yl)piperidin-1-yl]methyl}phenyl]-5-phenylnicotinonitrile). Run in O (water), CS(=O)C (DMSO). Run at temperature 50 celsius, time 16 hour. Product: CN(CCOC1=C(C#N)C=C(C(=N1)C1=CC=C(C=C1)CN1CCC(CC1)N1C(NC2=C1C=CC=C2)=O)C2=CC=CC=C2)C (2-[2-(dimethylamino)ethoxy]-6-(4-{[4-(2-oxo-2,3-dihydro-1H-benzimidazol-1-yl)piperidin-1-yl]methyl}phenyl)-5-phenylnicotinonitrile). Reaction SMILES: [CH3:1][N:2]([CH2:4][CH2:5][OH:6])[CH3:3].[H-].[Na+].Cl[C:10]1[N:17]=[C:16]([C:18]2[CH:23]=[CH:22][C:21]([CH2:24][N:25]3[CH2:30][CH2:29][CH:28]([N:31]4[C:35]5[CH:36]=[CH:37][CH:38]=[CH:39][C:34]=5[NH:33][C:32]4=[O:40])[CH2:27][CH2:26]3)=[CH:20][CH:19]=2)[C:15]([C:41]2[CH:46]=[CH:45][CH:44]=[CH:43][CH:42]=2)=[CH:14][C:11]=1[C:12]#[N:13]>CS(C)=O.O>[CH3:1][N:2]([CH3:3])[CH2:4][CH2:5][O:6][C:10]1[N:17]=[C:16]([C:18]2[CH:23]=[CH:22][C:21]([CH2:24][N:25]3[CH2:26][CH2:27][CH:28]([N:31]4[C:35]5[CH:36]=[CH:37][CH:38]=[CH:39][C:34]=5[NH:33][C:32]4=[O:40])[CH2:29][CH2:30]3)=[CH:20][CH:19]=2)[C:15]([C:41]2[CH:42]=[CH:43][CH:44]=[CH:45][CH:46]=2)=[CH:14][C:11]=1[C:12]#[N:13] |f:1.2|. Procedure details: To a mixture of N,N dimethylaminoethanol in DMSO (1 mL) was added NaH (60% dispersion in mineral oil, 0.019 g, 0.481 mmol). The mixture was heated to 50° C. for 15 min. After cooling, 2-Chloro-6-(4-{[4-(2-oxo-2,3-dihydro-1H-benzimidazol-1-yl)piperidin-1-yl]methyl}phenyl]-5-phenylnicotinonitrile (2-6, 0.050 g, 0.096 mmol) was added and the reaction was allowed to stir for 16 hr at rt. The resulting mixture was diluted with water (10 mL) and the resulting precipitate was filtered. The filtered cak... Starting materials: C(C(=O)Cl)(=O)Cl (Oxalyl chloride), COC=1C=C2C(=CC=NC2=CC1OC)OC1=CC=C(C=C1)CC(=O)O (2-[4-(6,7-dimethoxyquinolin-4-yloxy)phenyl]acetic acid), resultant mixture. The solvent is C(Cl)(Cl)Cl (chloroform). Product: COC=1C=C2C(=CC=NC2=CC1OC)OC1=CC=C(C=C1)CC(=O)Cl (2-[4-(6,7-dimethoxyquinolin-4-yloxy)phenyl]acetyl chloride). As a reaction SMILES: [C:1](Cl)(=O)[C:2]([Cl:4])=[O:3].[CH3:7][O:8][C:9]1[CH:10]=[C:11]2[C:16](=[CH:17][C:18]=1[O:19][CH3:20])[N:15]=[CH:14][CH:13]=[C:12]2[O:21][C:22]1[CH:27]=[CH:26][C:25](CC(O)=O)=[CH:24][CH:23]=1>C(Cl)(Cl)Cl>[CH3:7][O:8][C:9]1[CH:10]=[C:11]2[C:16](=[CH:17][C:18]=1[O:19][CH3:20])[N:15]=[CH:14][CH:13]=[C:12]2[O:21][C:22]1[CH:27]=[CH:26][C:25]([CH2:1][C:2]([Cl:4])=[O:3])=[CH:24][CH:23]=1. Procedure: Oxalyl chloride (0.5 ml) was added dropwise to a stirred suspension of 2-[4-(6,7-dimethoxyquinolin-4-yloxy)phenyl]acetic acid (0.2 g) in chloroform (5 ml) at ambient temperature under argon. The resultant mixture was heated to reflux for 30 minutes. The mixture was evaporated to leave 2-[4-(6,7-dimethoxyquinolin-4-yloxy)phenyl]acetyl chloride as a solid. Chloroform (5 ml) and 5-amino-3-methyl-1,2,4 oxadiazole (0.099 g) were added in turn. Pyridine (0.286 ml) was added and the reaction mixture wa...